describe an organic reaction: reactants, conditions, products, and yield From a dataset of the Open Reaction Database (ORD), a public repository of structured organic reaction records. The reactants are CC(=O)O, CC(C)C(C(=O)O)c1ccc(O)cc1, O=[N+]([O-])O. Yields the product CC(C)C(C(=O)O)c1ccc(O)c([N+](=O)[O-])c1. Reaction SMILES: [CH3:19][C:20](=[O:21])[OH:22].[CH:1]([CH3:2])([CH3:3])[CH:4]([C:5](=[O:6])[OH:7])[c:8]1[cH:9][cH:10][c:11]([OH:14])[cH:12][cH:13]1.[OH:15][N+:16]([O-:17])=[O:18]>>[CH:1]([CH3:2])([CH3:3])[CH:4]([C:5](=[O:6])[OH:7])[c:8]1[cH:9][c:10]([N+:16](=[O:15])[O-:17])[c:11]([OH:14])[cH:12][cH:13]1. Starting materials: C1(CC1)C1=CC=C(C=O)C=C1 (4-cyclopropyl benzaldehyde), [Li]CCCC (n-BuLi), CCCCCC (hexane), BrC1=CC2=C(OC(O2)(C)C)C=C1 (5-bromo-2,2-dimethyl-benzo[1,3]dioxole), solution, CN(C)C=O (DMF). The product is CC1(OC2=C(O1)C=CC(=C2)C=O)C (2,2-dimethyl-benzo[1,3]dioxole-5-carbaldehyde). The yield is 83.0%. Reaction SMILES: C1([C:4]2[CH:11]=[CH:10][C:7]([CH:8]=[O:9])=[CH:6][CH:5]=2)CC1.BrC1C=CC2[O:17][C:18]([CH3:21])([CH3:20])[O:19]C=2C=1.[Li]CCCC.CCCCCC.CN(C=O)C>>[CH3:20][C:18]1([CH3:21])[O:19][C:4]2[CH:5]=[CH:6][C:7]([CH:8]=[O:9])=[CH:10][C:11]=2[O:17]1. Reported procedure: The title compound was synthesized in analogy to 4-cyclopropyl benzaldehyde (described in example S53) using 420 mg of 5-bromo-2,2-dimethyl-benzo[1,3]dioxole [CAS 73790-19-9] (1.83 mmol), 1.38 ml of a 1.6 molar solution of n-BuLi in hexane (2.20 mmol) and 712 μl of DMF (9.17 mmol). The isolated residue was purified by flash column chromatography (1:9 ether/pentane) to give 270 mg of 2,2-dimethyl-benzo[1,3]dioxole-5-carbaldehyde (83%) as a light yellow liquid. 1H NMR (CDCl3, 300 MHz): δ 1.72 (s, ... Starting materials: N1(N=NN=C1)C1=NC=C(C=N1)CC(=O)N1C[C@@H]2N(C[C@@H](N(C2)C(=O)OC(C)(C)C)C2=C(C(=C(C=C2)F)C#N)C)CC1 ((3S,9aS)-tert-butyl 8-(2-(2-(1H-tetrazol-1-yl)pyrimidin-5-yl)acetyl)-3-(3-cyano-4-fluoro-2-methylphenyl)hexahydro-1H-pyrazino[1,2-a]pyrazine-2(6H)-carboxylate), C1(=CC=CC=C1)SC (thioanisole), FC(C(=O)O)(F)F (trifluoroacetic acid). Solvent: C(Cl)Cl (methylene chloride). Reaction conditions: time 1 hour. Yields the product N1(N=NN=C1)C1=NC=C(C=N1)CC(=O)N1C[C@@H]2N(C[C@@H](NC2)C=2C(=C(C#N)C(=CC2)F)C)CC1 (3-((3S,9aR)-8-(2-(2-(1H-tetrazol-1-yl)pyrimidin-5-yl)acetyl)octahydro-1H-pyrazino[1,2-a]pyrazin-3-yl)-6-fluoro-2-methylbenzonitrile). As a reaction SMILES: [N:1]1([C:6]2[N:11]=[CH:10][C:9]([CH2:12][C:13]([N:15]3[CH2:41][CH2:40][N:18]4[CH2:19][C@H:20]([C:30]5[CH:35]=[CH:34][C:33]([F:36])=[C:32]([C:37]#[N:38])[C:31]=5[CH3:39])[N:21](C(OC(C)(C)C)=O)[CH2:22][C@@H:17]4[CH2:16]3)=[O:14])=[CH:8][N:7]=2)[CH:5]=[N:4][N:3]=[N:2]1.C1(SC)C=CC=CC=1.FC(F)(F)C(O)=O>C(Cl)Cl>[N:1]1([C:6]2[N:11]=[CH:10][C:9]([CH2:12][C:13]([N:15]3[CH2:41][CH2:40][N:18]4[CH2:19][C@H:20]([C:30]5[C:31]([CH3:39])=[C:32]([C:33]([F:36])=[CH:34][CH:35]=5)[C:37]#[N:38])[NH:21][CH2:22][C@@H:17]4[CH2:16]3)=[O:14])=[CH:8][N:7]=2)[CH:5]=[N:4][N:3]=[N:2]1. Procedure details: To the solution of (3S,9aS)-tert-butyl 8-(2-(2-(1H-tetrazol-1-yl)pyrimidin-5-yl)acetyl)-3-(3-cyano-4-fluoro-2-methylphenyl)hexahydro-1H-pyrazino[1,2-a]pyrazine-2(6H)-carboxylate (60 mg, 0.107 mmol) in methylene chloride (2 mL) was added thioanisole (50.5 μl, 0.427 mmol) and trifluoroacetic acid (3287 μl, 42.7 mmol), the resulting solution was stirred at rt for 1 h. After removing the volatile, the residue was participated between methylene chloride (100 mL) and 1N sodium hydroxide (50 mL), the a... Starting materials: [Br-], CCOC(=O)c1ccc(C[P+](c2ccccc2)(c2ccccc2)c2ccccc2)cc1, CC(C)(C)[O-], CN(C)C=O, [K+], O, COc1ccc(CCCC(=O)Cn2ccnc2)cc1. The product is CCOC(=O)c1ccc(C=C(CCCc2ccc(OC)cc2)Cn2ccnc2)cc1. As a reaction SMILES: [Br-:7].[CH2:8]([CH3:9])[O:10][C:11](=[O:12])[c:13]1[cH:14][cH:15][c:16]([CH2:19][P+:20]([c:21]2[cH:22][cH:23][cH:24][cH:25][cH:26]2)([c:27]2[cH:28][cH:29][cH:30][cH:31][cH:32]2)[c:33]2[cH:34][cH:35][cH:36][cH:37][cH:38]2)[cH:17][cH:18]1.[CH3:1][C:2]([CH3:3])([O-:4])[CH3:5].[CH3:59][N:60]([CH3:61])[CH:62]=[O:63].[K+:6].[OH2:58].[n:39]1([CH2:44][C:45]([CH2:46][CH2:47][CH2:48][c:49]2[cH:50][cH:51][c:52]([O:55][CH3:56])[cH:53][cH:54]2)=[O:57])[cH:40][n:41][cH:42][cH:43]1>>[CH2:8]([CH3:9])[O:10][C:11](=[O:12])[c:13]1[cH:14][cH:15][c:16]([CH:19]=[C:45]([CH2:44][n:39]2[cH:40][n:41][cH:42][cH:43]2)[CH2:46][CH2:47][CH2:48][c:49]2[cH:50][cH:51][c:52]([O:55][CH3:56])[cH:53][cH:54]2)[cH:17][cH:18]1. The reactants are CC=1N=C2N(N=C(C=C2)C)C1 (2,6-dimethyl-imidazo[1,2-b]pyridazine), BrC1=C(C=C(S1)C1=NC=NN1C)Cl (5-(5-bromo-4-chloro-thiophen-2-yl)-1-methyl-1H-[1,2,4]triazole), C(=O)([O-])[O-].[Cs+].[Cs+] (Cs2CO3), N#N (N2), C1=CC=C(C=C1)P(C2=CC=CC=C2)C3=CC=CC=C3 (PPh3). The reagents and catalysts are CC(=O)[O-].CC(=O)[O-].[Pd+2] (Pd(OAc)2). Solvent: CN(C)C=O (DMF), C(Cl)Cl (CH2Cl2). Conditions: temperature 135 celsius. The product is ClC1=C(SC(=C1)C=1N(N=CN1)C)C1=C(N=C2N1N=C(C=C2)C)C (3-[3-chloro-5-(2-methyl-2H-[1,2,4]triazol-3-yl)-thiophen-2-yl]-2,6-dimethyl-imidazo[1,2-b]pyridazine). Isolated yield 38.7%. RXN SMILES: [CH3:1][C:2]1[N:3]=[C:4]2[CH:9]=[CH:8][C:7]([CH3:10])=[N:6][N:5]2[CH:11]=1.Br[C:13]1[S:17][C:16]([C:18]2[N:22]([CH3:23])[N:21]=[CH:20][N:19]=2)=[CH:15][C:14]=1[Cl:24].C([O-])([O-])=O.[Cs+].[Cs+].N#N.C1C=CC(P(C2C=CC=CC=2)C2C=CC=CC=2)=CC=1>C(Cl)Cl.CC([O-])=O.CC([O-])=O.[Pd+2].CN(C=O)C>[Cl:24][C:14]1[CH:15]=[C:16]([C:18]2[N:22]([CH3:23])[N:21]=[CH:20][N:19]=2)[S:17][C:13]=1[C:11]1[N:5]2[N:6]=[C:7]([CH3:10])[CH:8]=[CH:9][C:4]2=[N:3][C:2]=1[CH3:1] |f:2.3.4,8.9.10|. Reported procedure: A solution of 2,6-dimethyl-imidazo[1,2-b]pyridazine (0.32 g, 2.17 mmol), 5-(5-bromo-4-chloro-thiophen-2-yl)-1-methyl-1H-[1,2,4]triazole (0.72 g, 2.61 mmol), Cs2CO3 (1.49 g, 4.57 mmol) and DMF (6 mL) is de-gassed for 15 minutes with N2. Pd(OAc)2 (0.024 g, 0.11 mmol) and PPh3 (0.057 g, 0.22 mmol) are added and the solution is heated at 135° C. for 4 hours. The solution is diluted with CH2Cl2 (50 mL), washed with sat. NH4Cl (2×50 mL), water (50 mL), filtered and concentrated. The residue is purifie... Reactants: [Na] (sodium), Cl (hydrochloric acid), CN(C)C=C(C(=O)C1=CC=CC=C1)C(C)=O (2-(dimethylaminomethylene)-1-phenyl-1,3-butanedione), C(C(=O)OCC)(=O)OCC (diethyl oxalate), [O-]CC.[Na+] (sodium ethoxide). The solvent is O (water), C(C)O (ethanol), C(C)O (ethanol). Run at time 6 hour. Yields the product C(C1=CC=CC=C1)(=O)C=1C(C=C(OC1)C(=O)OCC)=O (ethyl 5-benzoyl-4-oxo-4H-pyran-2-carboxylate). RXN SMILES: CN([CH:4]=[C:5]([C:14](=[O:16])[CH3:15])[C:6]([C:8]1[CH:13]=[CH:12][CH:11]=[CH:10][CH:9]=1)=[O:7])C.[C:17](OCC)(=[O:23])[C:18]([O:20][CH2:21][CH3:22])=[O:19].[O-]CC.[Na+].[Na].Cl>C(O)C.O>[C:6]([C:5]1[C:14](=[O:16])[CH:15]=[C:17]([C:18]([O:20][CH2:21][CH3:22])=[O:19])[O:23][CH:4]=1)(=[O:7])[C:8]1[CH:13]=[CH:12][CH:11]=[CH:10][CH:9]=1 |f:2.3,^1:30|. Procedure details: A solution of this enamine (19.0 g) and diethyl oxalate (23.7 ml) in ethanol (120 ml) was added to a solution of sodium ethoxide prepared by dissolving sodium (3.0 g) in ethanol (60 ml). The solution was stirred for 6 hours at room temperature then acidified with 5 M hydrochloric acid solution (100 ml). The mixture was allowed to stand overnight and was then cooled and diluted with water (300 ml) to give pale crystals of ethyl 5-benzoyl-4-oxo-4H-pyran-2-carboxylate (mp 84°-86° C.). Reactants: C(C#CC)Br (but-2-ynylbromide), C(C)OC(=O)CNC(OC1=CC=CC=C1)=NC#N (1-ethoxycarbonylmethyl-3-cyano-2-phenyl-isourea), C([O-])([O-])=O.[K+].[K+] (potassium carbonate), C([O-])([O-])=O.[K+].[K+] (potassium carbonate), C(C#CC)Br (but-2-ynylbromide). The solvent is CC(=O)C (acetone). Yields the product C(C)OC(=O)CN(C(OC1=CC=CC=C1)=NC#N)CC#CC (1-ethoxycarbonylmethyl-1-(but-2-ynyl)-3-cyano-2-phenyl-isourea). RXN SMILES: [CH2:1](Br)[C:2]#[C:3][CH3:4].[CH2:6]([O:8][C:9]([CH2:11][NH:12][C:13](=[N:21][C:22]#[N:23])[O:14][C:15]1[CH:20]=[CH:19][CH:18]=[CH:17][CH:16]=1)=[O:10])[CH3:7].C(=O)([O-])[O-].[K+].[K+]>CC(C)=O>[CH2:6]([O:8][C:9]([CH2:11][N:12]([CH2:1][C:2]#[C:3][CH3:4])[C:13](=[N:21][C:22]#[N:23])[O:14][C:15]1[CH:20]=[CH:19][CH:18]=[CH:17][CH:16]=1)=[O:10])[CH3:7] |f:2.3.4|. Procedure: 11 ml but-2-ynylbromide are added to a mixture of 30.2 g 1-ethoxycarbonylmethyl-3-cyano-2-phenyl-isourea and 20.0 g potassium carbonate in 200 ml acetone. After 1 d (day) stirring at ambient temperature a further 6.5 g potassium carbonate and 3.5 ml but-2-ynylbromide are added. After another 20 h at ambient temperature the solvent is removed and ethyl acetate is added. The organic phase is washed with water, dried over sodium sulphate and evaporated to dryness.